This data is from the Open Reaction Database (ORD), a public repository of structured organic reaction records. The task is: describe an organic reaction: reactants, conditions, products, and yield Starting materials: O=C(Cl)C1CCCC1, Nc1nc2cccc(-c3ccoc3)n2n1. Yields the product O=C(Nc1nc2cccc(-c3ccoc3)n2n1)C1CCCC1. Reaction SMILES: [CH:16]1([C:21](=[O:22])[Cl:23])[CH2:17][CH2:18][CH2:19][CH2:20]1.[o:1]1[cH:2][c:3](-[c:6]2[cH:7][cH:8][cH:9][c:10]3[n:11]2[n:12][c:13]([NH2:15])[n:14]3)[cH:4][cH:5]1>>[o:1]1[cH:2][c:3](-[c:6]2[cH:7][cH:8][cH:9][c:10]3[n:11]2[n:12][c:13]([NH:15][C:21]([CH:16]2[CH2:17][CH2:18][CH2:19][CH2:20]2)=[O:22])[n:14]3)[cH:4][cH:5]1. Reactants: BrC1=CC2=CC=CC=C2C=C1OCC (2-bromo-3-ethoxynaphthalene), [Cl-].[NH4+] (ammonium chloride), [Mg] (magnesium), ClCC1=CC=NC=C1 (4-chloromethylpyridine), [H][H] (hydrogen). Run in O1CCCC1 (tetrahydrofuran), O1CCCC1 (tetrahydrofuran), O1CCCC1 (tetrahydrofuran). The product is Cl.C(C)OC=1C(=CC2=CC=CC=C2C1)CC1CCNCC1 (4 -[(3-ethoxy-2-naphthyl)methyl]piperidine hydrochloride). RXN SMILES: [Mg].Br[C:3]1[C:12]([O:13][CH2:14][CH3:15])=[CH:11][C:10]2[C:5](=[CH:6][CH:7]=[CH:8][CH:9]=2)[CH:4]=1.[Cl:16][CH2:17][C:18]1[CH:23]=[CH:22][N:21]=[CH:20][CH:19]=1.[Cl-].[NH4+].[H][H]>O1CCCC1>[ClH:16].[CH2:14]([O:13][C:12]1[C:3]([CH2:17][CH:18]2[CH2:23][CH2:22][NH:21][CH2:20][CH2:19]2)=[CH:4][C:5]2[C:10]([CH:11]=1)=[CH:9][CH:8]=[CH:7][CH:6]=2)[CH3:15] |f:3.4,7.8|. Reported procedure: To a suspension of 2.5 g (0.1 mole) of magnesium in 20 ml of tetrahydrofuran is added gradually a solution of 25 g (0.1 mole) of 2-bromo-3-ethoxynaphthalene in 25 ml of tetrahydrofuran. The agitated mixture is refluxed for 1 hour and a solution of 1.4 g (0.1 mole) of 4-chloromethylpyridine dissolved in tetrahydrofuran added gradually. The mixture is refluxed for 3 hours, a saturated ammonium chloride solution is added, the reaction mixture is extracted with ether, and the organic phase washed wi... Reactants: ClC=1C=C(C=CC1OCC1=CC(=CC=C1)F)NC=1C2=C(N=CN1)C=C(N2)/C=C/CNC(OC(C)(C)C)=O (tert-butyl (2E)-3-[4-({3-chloro-4-[(3-fluorobenzyl)oxy]phenyl}amino)-5H-pyrrolo[3,2-d]pyrimidin-6-yl]prop-2-enylcarbamate), Cl (hydrochloric acid), [OH-].[Na+] (sodium hydroxide). Solvent: O1CCCC1 (tetrahydrofuran). Reaction conditions: temperature 60 celsius, time 2 hour. Product: NC/C=C/C1=CC=2N=CN=C(C2N1)NC1=CC(=C(C=C1)OCC1=CC(=CC=C1)F)Cl (6-[(1E)-3-aminoprop-1-enyl]-N-{3-chloro-4-[(3-fluorobenzyl)oxy]phenyl}-5H-pyrrolo[3,2-d]pyrimidin-4-amine). Isolated yield 85.7%. RXN SMILES: [Cl:1][C:2]1[CH:3]=[C:4]([NH:17][C:18]2[C:19]3[NH:26][C:25](/[CH:27]=[CH:28]/[CH2:29][NH:30]C(=O)OC(C)(C)C)=[CH:24][C:20]=3[N:21]=[CH:22][N:23]=2)[CH:5]=[CH:6][C:7]=1[O:8][CH2:9][C:10]1[CH:15]=[CH:14][CH:13]=[C:12]([F:16])[CH:11]=1.Cl.[OH-].[Na+]>O1CCCC1>[NH2:30][CH2:29]/[CH:28]=[CH:27]/[C:25]1[NH:26][C:19]2[C:18]([NH:17][C:4]3[CH:5]=[CH:6][C:7]([O:8][CH2:9][C:10]4[CH:15]=[CH:14][CH:13]=[C:12]([F:16])[CH:11]=4)=[C:2]([Cl:1])[CH:3]=3)=[N:23][CH:22]=[N:21][C:20]=2[CH:24]=1 |f:2.3|. Procedure: To a solution of tert-butyl (2E)-3-[4-({3-chloro-4-[(3-fluorobenzyl)oxy]phenyl}amino)-5H-pyrrolo[3,2-d]pyrimidin-6-yl]prop-2-enylcarbamate (150 mg) in tetrahydrofuran (6.0 mL) was added 2N hydrochloric acid (3.0 mL) at room temperature and the mixture was stirred at 60° C. for 2 hrs. 1N Aqueous sodium hydroxide solution was added to alkalize the reaction system. After extraction with chloroform, the organic layer was dried over sodium sulfate and concentrated under reduced pressure. The resultan...